Dataset: the Open Reaction Database (ORD), a public repository of structured organic reaction records. Task: describe an organic reaction: reactants, conditions, products, and yield As a reaction SMILES: [NH2:1][CH:2]([CH:6]([CH3:8])[CH3:7])[C:3]([OH:5])=[O:4].[OH-].[Na+].[C:11](Cl)(=[O:18])[C:12]1[CH:17]=[CH:16][CH:15]=[CH:14][CH:13]=1>O>[C:11]([NH:1][CH:2]([CH:6]([CH3:8])[CH3:7])[C:3]([OH:5])=[O:4])(=[O:18])[C:12]1[CH:17]=[CH:16][CH:15]=[CH:14][CH:13]=1 |f:1.2|. Procedure details: A solution of 2-amino-3-methylbutanoic acid (500 mg, 4.27 mmol) in 2N NaOH (2.35 ml, 4.69 mmol) was stirred at RT for 30 minutes, then the reaction mixture was cooled at 0° C., and benzoyl chloride (471 μl, 4.05 mmol) and 2N NaOH (2.35 ml, 4.69 mmol) were simultaneously added dropwise from two different syringes. The reaction was stirred at RT for 3 hours. Water was added, the aqueous phase was washed with Et2O, then acidified with 1M HCl and back-extracted with Et2O, dried over Na2SO4 and evapo... Yields the product C(C1=CC=CC=C1)(=O)NC(C(=O)O)C(C)C (2-benzamido-3-methylbutanoic acid). The solvent is O (Water). Reactants: NC(C(=O)O)C(C)C (2-amino-3-methylbutanoic acid), [OH-].[Na+] (NaOH), C(C1=CC=CC=C1)(=O)Cl (benzoyl chloride), [OH-].[Na+] (NaOH). Run at temperature 0 celsius, time 3 hour. Isolated yield 87.0%. The reactants are C1(=CC=CC=C1)C1=CC=C(C=C1)CC#N (4-phenyl-phenylacetonitrile), [OH-].[K+] (KOH), CCOC(=O)C (EtOAc), BrCCBr (1,2 dibromoethane). Reagents/catalysts: [Br-].C(CCC)[N+](CCCC)(CCCC)CCCC (Tetrabutyl ammonium bromide). Solvent: O (water), C1(=CC=CC=C1)C (toluene). Reaction conditions: temperature 65 celsius. Product: C1(=CC=C(C=C1)C1(CC1)C#N)C1=CC=CC=C1 (1-(biphenyl-4-yl)cyclopropanecarbonitrile). The yield is 99.4%. As a reaction SMILES: [C:1]1([C:7]2[CH:12]=[CH:11][C:10]([CH2:13][C:14]#[N:15])=[CH:9][CH:8]=2)[CH:6]=[CH:5][CH:4]=[CH:3][CH:2]=1.[OH-].[K+].Br[CH2:19][CH2:20]Br.CCOC(C)=O>O.C1(C)C=CC=CC=1.[Br-].C([N+](CCCC)(CCCC)CCCC)CCC>[C:7]1([C:1]2[CH:6]=[CH:5][CH:4]=[CH:3][CH:2]=2)[CH:12]=[CH:11][C:10]([C:13]2([C:14]#[N:15])[CH2:20][CH2:19]2)=[CH:9][CH:8]=1 |f:1.2,7.8|. Procedure details: 4-phenyl-phenylacetonitrile (VWR scientific, 55.7 g, 289 mmol) was added to a solution of KOH (161.6 g, 2890 mmol) in water (170 mL) and toluene (550 mL) at room temperature. Tetrabutyl ammonium bromide (9.2 g, 29 mmol) followed by 1,2 dibromoethane (64.9 g, 347 mmol) were added and the solution was heated to 65° C. overnight. Reaction complete by TLC (10% EtOAc/hex). The organic layer was extracted 2 times with dilute hydrochloric acid, dried and evaporated to yield 63 g of 1-(biphenyl-4-yl)cyc... Starting materials: CNC, [Cl-], Cl, O=C(O)C1CCN(c2ccc([N+](=O)[O-])cc2)CC1. Yields the product CN(C)C(=O)C1CCN(c2ccc([N+](=O)[O-])cc2)CC1. RXN SMILES: [CH3:1][NH:2][CH3:3].[Cl-:5].[ClH:4].[N+:6](=[O:7])([O-:8])[c:9]1[cH:10][cH:11][c:12]([N:15]2[CH2:16][CH2:17][CH:18]([C:21](=[O:22])[OH:23])[CH2:19][CH2:20]2)[cH:13][cH:14]1>>[CH3:1][N:2]([CH3:3])[C:21]([CH:18]1[CH2:17][CH2:16][N:15]([c:12]2[cH:11][cH:10][c:9]([N+:6](=[O:7])[O-:8])[cH:14][cH:13]2)[CH2:20][CH2:19]1)=[O:23]. Reactants: O (water), FC(CI)(F)F (2,2,2-Trifluoroethyliodide), C([O-])([O-])=O.[K+].[K+] (potassium carbonate), BrC1=CC(=C(C=C1)O)Cl (4-bromo-2-chlorophenol). The solvent is CN(C=O)C (N,N-dimethylformamide). Run at temperature 80 celsius, time 20 hour. Yields the product BrC1=CC(=C(C=C1)OCC(F)(F)F)Cl (4-bromo-2-chloro-1-(2,2,2-trifluoroethoxy)benzene). Yield: 43.0%. Reaction SMILES: [F:1][C:2]([F:6])([F:5])[CH2:3]I.C(=O)([O-])[O-].[K+].[K+].[Br:13][C:14]1[CH:19]=[CH:18][C:17]([OH:20])=[C:16]([Cl:21])[CH:15]=1.O>CN(C)C=O>[Br:13][C:14]1[CH:19]=[CH:18][C:17]([O:20][CH2:3][C:2]([F:6])([F:5])[F:1])=[C:16]([Cl:21])[CH:15]=1 |f:1.2.3|. Reported procedure: 2,2,2-Trifluoroethyliodide (15.2 g) and potassium carbonate (10.0 g) were added to a solution of 4-bromo-2-chlorophenol (5.0 g) in N,N-dimethylformamide (20 mL), and the mixture was stirred at 80° C. for 20 hours. The reaction solution was cooled to room temperature and water was added, followed by extraction with ethyl acetate. The organic layer was washed with brine, dried over anhydrous magnesium sulfate and filtered. The solvent was then evaporated under reduced pressure. The residue was pur... Starting materials: CSc1ccc(C(C#N)(Cc2cccc(-c3cc(C(C)(C)S(C)(=O)=O)cc4cccnc34)c2)O[Si](C)(C)C(C)(C)C)cc1, C1CCOC1, CCCC[N+](CCCC)(CCCC)CCCC, CCOC(C)=O, [F-], [Na+], [OH-]. Product: CSc1ccc(C(=O)Cc2cccc(-c3cc(C(C)(C)S(C)(=O)=O)cc4cccnc34)c2)cc1. Reaction SMILES: [C:1]([Si:2]([CH3:3])([CH3:4])[O:6][C:7]([C:5]#[N:8])([CH2:10][c:11]1[cH:12][c:13](-[c:17]2[cH:18][c:19]([C:27]([CH3:28])([CH3:29])[S:30](=[O:31])(=[O:32])[CH3:33])[cH:20][c:21]3[cH:22][cH:23][cH:24][n:25][c:26]23)[cH:14][cH:15][cH:16]1)[c:34]1[cH:35][cH:36][c:37]([S:40][CH3:41])[cH:38][cH:39]1)([CH3:9])([CH3:42])[CH3:43].[CH2:62]1[O:63][CH2:64][CH2:65][CH2:66]1.[CH3:45][CH2:46][CH2:47][CH2:48][N+:49]([CH2:50][CH2:51][CH2:52][CH3:53])([CH2:54][CH2:55][CH2:56][CH3:57])[CH2:58][CH2:59][CH2:60][CH3:61].[CH3:69][CH2:70][O:71][C:72](=[O:73])[CH3:74].[F-:44].[Na+:68].[OH-:67]>>[O:6]=[C:7]([CH2:10][c:11]1[cH:12][c:13](-[c:17]2[cH:18][c:19]([C:27]([CH3:28])([CH3:29])[S:30](=[O:31])(=[O:32])[CH3:33])[cH:20][c:21]3[cH:22][cH:23][cH:24][n:25][c:26]23)[cH:14][cH:15][cH:16]1)[c:34]1[cH:35][cH:36][c:37]([S:40][CH3:41])[cH:38][cH:39]1.